From a dataset of the Open Reaction Database (ORD), a public repository of structured organic reaction records. describe an organic reaction: reactants, conditions, products, and yield Procedure: 2-Acetyl-8-amino-7-trifluoromethyl-1,2,3,4-tetrahydroisoquinoline, prepared as in Example 20, is converted to 2-acetyl-8-nitro-7-trifluoromethyl-1,2,3,4-tetrahydroisoquinoline by the procedure of Example 24. Removing the 2-acetyl group by acid hydrolysis according to the procedure of Example 15 gives 8-nitro-7-trifluoromethyl-1,2,3,4-tetrahydroisoquinoline. As a reaction SMILES: C(N1CCC2C(=C(N)C(C(F)(F)F)=CC=2)C1)(=O)C.C([N:22]1[CH2:31][CH2:30][C:29]2[C:24](=[C:25]([N+:36]([O-:38])=[O:37])[C:26]([C:32]([F:35])([F:34])[F:33])=[CH:27][CH:28]=2)[CH2:23]1)(=O)C>>[N+:36]([C:25]1[C:26]([C:32]([F:35])([F:33])[F:34])=[CH:27][CH:28]=[C:29]2[C:24]=1[CH2:23][NH:22][CH2:31][CH2:30]2)([O-:38])=[O:37]. The reactants are C(C)(=O)N1CC2=C(C(=CC=C2CC1)C(F)(F)F)N (2-Acetyl-8-amino-7-trifluoromethyl-1,2,3,4-tetrahydroisoquinoline), C(C)(=O)N1CC2=C(C(=CC=C2CC1)C(F)(F)F)[N+](=O)[O-] (2-acetyl-8-nitro-7-trifluoromethyl-1,2,3,4-tetrahydroisoquinoline). Product: [N+](=O)([O-])C=1C(=CC=C2CCNCC12)C(F)(F)F (8-nitro-7-trifluoromethyl-1,2,3,4-tetrahydroisoquinoline). Starting materials: CCCCP(CCCC)CCCC, C1CCOC1, COC(=O)c1cccc(CO)n1, CCOC(C)=O, CCOCC, CCOC(=O)[N+](=[N-])C(=O)OCC, CCCc1c(O)ccc(C(C)=O)c1O. Yields the product CCCc1c(OCc2cccc(C(=O)OC)n2)ccc(C(C)=O)c1O. RXN SMILES: [CH2:27]([P:28]([CH2:29][CH2:30][CH2:31][CH3:32])[CH2:33][CH2:34][CH2:35][CH3:36])[CH2:37][CH2:38][CH3:39].[CH2:52]1[O:53][CH2:54][CH2:55][CH2:56]1.[CH3:1][O:2][C:3](=[O:4])[c:5]1[n:6][c:7]([CH2:11][OH:12])[cH:8][cH:9][cH:10]1.[CH3:57][CH2:58][O:59][C:60](=[O:61])[CH3:62].[CH3:63][CH2:64][O:65][CH2:66][CH3:67].[N+:40]([C:41]([O:42][CH2:43][CH3:44])=[O:45])([C:46]([O:47][CH2:48][CH3:49])=[O:50])=[N-:51].[OH:13][c:14]1[c:15]([C:24]([CH3:25])=[O:26])[cH:16][cH:17][c:18]([OH:23])[c:19]1[CH2:20][CH2:21][CH3:22]>>[CH3:1][O:2][C:3](=[O:4])[c:5]1[n:6][c:7]([CH2:11][O:12][c:18]2[cH:17][cH:16][c:15]([C:24]([CH3:25])=[O:26])[c:14]([OH:13])[c:19]2[CH2:20][CH2:21][CH3:22])[cH:8][cH:9][cH:10]1. The reactants are C1CCOC1, Clc1ccc(Cl)nn1, [Na+], O=C([O-])O, CC(C)(O)C=CB(O)O. Yields the product CC(C)(O)C=Cc1ccc(Cl)nn1. RXN SMILES: [CH2:18]1[O:19][CH2:20][CH2:21][CH2:22]1.[Cl:1][c:2]1[n:3][n:4][c:5]([Cl:8])[cH:6][cH:7]1.[Na+:27].[O-:23][C:24]([OH:25])=[O:26].[OH:9][C:10]([CH:11]=[CH:12][B:13]([OH:14])[OH:15])([CH3:16])[CH3:17]>>[Cl:1][c:2]1[n:3][n:4][c:5]([CH:12]=[CH:11][C:10]([OH:9])([CH3:16])[CH3:17])[cH:6][cH:7]1.